The task is: describe an organic reaction: reactants, conditions, products, and yield. This data is from the Open Reaction Database (ORD), a public repository of structured organic reaction records. Reactants: Cc1cc(C)c(C)c(COc2cccc(-c3ccoc3C(=O)NN)c2)c1C, CCOC(C)=O, N#Cc1cc(C(=O)Oc2c(F)c(F)c(F)c(F)c2F)ccc1O, CN(C)C=O. As a reaction SMILES: [CH3:24][c:25]1[c:26]([CH2:27][O:28][c:29]2[cH:30][c:31](-[c:35]3[c:36]([C:40](=[O:41])[NH:42][NH2:43])[o:37][cH:38][cH:39]3)[cH:32][cH:33][cH:34]2)[c:44]([CH3:50])[c:45]([CH3:49])[cH:46][c:47]1[CH3:48].[CH3:56][CH2:57][O:58][C:59](=[O:60])[CH3:61].[F:1][c:2]1[c:3]([O:8][C:9](=[O:4])[c:10]2[cH:11][c:12]([C:17]#[N:18])[c:13]([OH:16])[cH:14][cH:15]2)[c:5]([F:6])[c:7]([F:19])[c:20]([F:21])[c:22]1[F:23].[O:51]=[CH:52][N:53]([CH3:54])[CH3:55]>>[O:8]=[C:9]([c:10]1[cH:11][c:12]([C:17]#[N:18])[c:13]([OH:16])[cH:14][cH:15]1)[NH:43][NH:42][C:40]([c:36]1[c:35](-[c:31]2[cH:30][c:29]([O:28][CH2:27][c:26]3[c:25]([CH3:24])[c:47]([CH3:48])[cH:46][c:45]([CH3:49])[c:44]3[CH3:50])[cH:34][cH:33][cH:32]2)[cH:39][cH:38][o:37]1)=[O:41]. Product: Cc1cc(C)c(C)c(COc2cccc(-c3ccoc3C(=O)NNC(=O)c3ccc(O)c(C#N)c3)c2)c1C. Starting materials: ClC1=CC(=C(C=C1)NC1=C(C(=O)O)C=CC=C1)[N+](=O)[O-] (2-[(4-chloro-2-nitrophenyl)amino]benzoic acid). The reagents and catalysts are [Pt] (platinum). Run in C(C)(=O)OCC (ethyl acetate). Reaction conditions: time 5 hour. Product: NC1=C(C=CC(=C1)Cl)NC1=C(C(=O)O)C=CC=C1 (2-[(2-Amino-4-chlorophenyl)amino]benzoic Acid). RXN SMILES: [Cl:1][C:2]1[CH:7]=[CH:6][C:5]([NH:8][C:9]2[CH:17]=[CH:16][CH:15]=[CH:14][C:10]=2[C:11]([OH:13])=[O:12])=[C:4]([N+:18]([O-])=O)[CH:3]=1>C(OCC)(=O)C.[Pt]>[NH2:18][C:4]1[CH:3]=[C:2]([Cl:1])[CH:7]=[CH:6][C:5]=1[NH:8][C:9]1[CH:17]=[CH:16][CH:15]=[CH:14][C:10]=1[C:11]([OH:13])=[O:12]. Procedure details: To a solution of 2-[(4-chloro-2-nitrophenyl)amino]benzoic acid (12.8 g, 43.7 mmol) in ethyl acetate (300 mL) was added platinum on sulfide coal 5%. The reaction mixture was hydrogenated at 2 bar for 5 h. After filtration through dicalite, washing with ethyl acetate and removal of the solvent under reduced pressure the title compound (11.8 g, 100%) was obtained. The product is CCOC1=NC(=NC2=C1NC=N2)N (O6-Ethylguanine). The solvent is C(C)(=O)O (acetic acid). As a reaction SMILES: [Na].[CH2:2]([OH:4])[CH3:3].[NH2:5][C:6]1[N:14]=[C:13]2[C:9]([NH:10][CH:11]=[N:12]2)=[C:8](Cl)[N:7]=1>C(O)(=O)C>[CH3:3][CH2:2][O:4][C:8]1[C:9]2[NH:10][CH:11]=[N:12][C:13]=2[N:14]=[C:6]([NH2:5])[N:7]=1 |^1:0|. Reactants: NC1=NC(=C2NC=NC2=N1)Cl (2-amino-6-chloropurine), [Na] (Sodium), C(C)O (ethanol), [Na] (sodium). Reported procedure: Sodium (0.5 g, 22 mmol) was added to anhydrous ethanol (50 ml) under nitrogen. When all of the sodium had reacted, 2-amino-6-chloropurine (750 mg, 4.42 mmol) was added. The reaction was refluxed for 3 h. After cooling, the reaction mixture was neutralised with glacial acetic acid and the solvent was removed. Recrystallisation from water gave the product as a white solid (548 mg, 69%), m.p.>230° C.; (Found: C, 46.76; H, 4.97; N, 39.09. Calc. for C7H9N5O: C, 46.92; H, 5.06; N, 39.09%); νmax (cm−1)... The yield is 69.0%. The reactants are CCN=C=NCCCN(C)C, CN(C)C=O, Cl, Nc1cnccn1, O, O, On1nnc2ccccc21, O=C(O)CCc1cnoc1-c1ccccc1. The product is O=C(CCc1cnoc1-c1ccccc1)Nc1cnccn1. Reaction SMILES: [CH2:36]([N:37]=[C:38]=[N:39][CH2:40][CH2:41][CH2:42][N:43]([CH3:44])[CH3:45])[CH3:46].[CH3:48][N:49]([CH3:50])[CH:51]=[O:52].[ClH:35].[NH2:1][c:2]1[n:3][cH:4][cH:5][n:6][cH:7]1.[OH2:24].[OH2:47].[OH:25][n:26]1[c:27]2[cH:28][cH:29][cH:30][cH:31][c:32]2[n:33][n:34]1.[c:8]1(-[c:14]2[c:15]([CH2:19][CH2:20][C:21](=[O:22])[OH:23])[cH:16][n:17][o:18]2)[cH:9][cH:10][cH:11][cH:12][cH:13]1>>[NH:1]([c:2]1[n:3][cH:4][cH:5][n:6][cH:7]1)[C:21]([CH2:20][CH2:19][c:15]1[c:14](-[c:8]2[cH:9][cH:10][cH:11][cH:12][cH:13]2)[o:18][n:17][cH:16]1)=[O:22]. Starting materials: CC(C)(C)OC(=O)N1C2C=C(c3ccccc3)CC1CC2, ClCCl, ClCCl, O=C(O)C(F)(F)F, O=c1sc2ccccc2n1CCCI, [K+], [K+], [N-]=C=O, O=C([O-])[O-]. The product is O=c1sc2ccccc2n1CCCN1C2C=C(c3ccccc3)CC1CC2. RXN SMILES: [C:1]([O:2][C:6](=[O:3])[N:8]1[CH:9]2[CH:10]=[C:11]([c:16]3[cH:17][cH:18][cH:19][cH:20][cH:21]3)[CH2:12][CH:13]1[CH2:14][CH2:15]2)([CH3:4])([CH3:5])[CH3:7].[Cl:45][CH2:46][Cl:47].[Cl:55][CH2:56][Cl:57].[F:48][C:49]([F:50])([F:51])[C:52]([OH:53])=[O:54].[I:22][CH2:23][CH2:24][CH2:25][n:26]1[c:27](=[O:35])[s:28][c:29]2[c:30]1[cH:31][cH:32][cH:33][cH:34]2.[K+:36].[K+:37].[N-:42]=[C:43]=[O:44].[O-:38][C:39]([O-:40])=[O:41]>>[CH2:6]([N:8]1[CH:9]2[CH:10]=[C:11]([c:16]3[cH:17][cH:18][cH:19][cH:20][cH:21]3)[CH2:12][CH:13]1[CH2:14][CH2:15]2)[CH2:24][CH2:25][n:26]1[c:27](=[O:35])[s:28][c:29]2[c:30]1[cH:31][cH:32][cH:33][cH:34]2. Yield: 94.9%. Reactants: FC(OC1=CC=C(C=C1)C=1N=C(NC1)NC(C)=O)(F)F (N-[4-(4-Trifluoromethoxy-phenyl)-1H-imidazol-2-yl]-acetamide). The reagents and catalysts are S(O)(O)(=O)=O (sulfuric acid). Run in O (water), CO (methanol). The product is FC(OC1=CC=C(C=C1)C=1N=C(NC1)N)(F)F (4-(4- Trifluoromethoxy-phenyl)-1H-imidazol-2-ylamine). As a reaction SMILES: [F:1][C:2]([F:20])([F:19])[O:3][C:4]1[CH:9]=[CH:8][C:7]([C:10]2[N:11]=[C:12]([NH:15]C(=O)C)[NH:13][CH:14]=2)=[CH:6][CH:5]=1>O.CO.S(=O)(=O)(O)O>[F:20][C:2]([F:1])([F:19])[O:3][C:4]1[CH:9]=[CH:8][C:7]([C:10]2[N:11]=[C:12]([NH2:15])[NH:13][CH:14]=2)=[CH:6][CH:5]=1. Reported procedure: N-[4-(4-Trifluoromethoxy-phenyl)-1H-imidazol-2-yl]-acetamide (0.7 g, 2.6 mmol, 1.0 eq) was dissolved in water (18 mL) and methanol (18 mL), and 20 drops of sulfuric acid were added. The reaction was refluxed for 2 days, then the mixture was dried; the residue was diluted with water, the pH adjusted to 8 with NaOH 2N, the product was extracted with DCM and concentrated under reduced pressure to give 0.6 g of the title compound (yield 98%)